From a dataset of the Open Reaction Database (ORD), a public repository of structured organic reaction records. describe an organic reaction: reactants, conditions, products, and yield Reactants: NCCCO (3-aminopropanol), ClC1=CC(=NC2=CC=CC=C12)C (4-chloro-2-methylquinoline), [I-].[K+] (potassium iodide). Run in C(C)N(CC)CC (triethylamine). Product: CC1=NC2=CC=CC=C2C(=C1)NCCCN1CCCCC1 (2-Methyl 4-(3-piperidinopropylamino)quinoline). RXN SMILES: [NH2:1][CH2:2][CH2:3][CH2:4]O.Cl[C:7]1[C:16]2[C:11](=[CH:12][CH:13]=[CH:14][CH:15]=2)[N:10]=[C:9]([CH3:17])[CH:8]=1.[I-].[K+]>C(N(CC)CC)C>[CH3:17][C:9]1[CH:8]=[C:7]([NH:1][CH2:2][CH2:3][CH2:4][N:10]2[CH2:11][CH2:16][CH2:7][CH2:8][CH2:9]2)[C:16]2[C:11](=[CH:12][CH:13]=[CH:14][CH:15]=2)[N:10]=1 |f:2.3|. Reported procedure: Synthesis and purification were performed according to the procedure stated in example 152 using reagents 3-aminopropanol (15 mmol), 4-chloro-2-methylquinoline (15 mmol), 5 ml of triethylamine, and catalytic amounts of potassium iodide in the first step. The final product was purified by flash chromatography (eluent: ethyl acetate/triethylamine (95/5)). The solvent was removed under reduced pressure. The residue was crystallized with oxalic acid from diethyl ether/ethanol. Reactants: CC(C)Nc1cccnc1N1CCN(C(=O)c2ccc(C(=O)O)cc2)CC1, CC(C)C(N)CO. Yields the product CC(C)Nc1cccnc1N1CCN(C(=O)c2ccc(C(=O)NC(CO)C(C)C)cc2)CC1. Reaction SMILES: [CH:1]([CH3:2])([CH3:3])[NH:4][c:5]1[c:6]([N:11]2[CH2:12][CH2:13][N:14]([C:17](=[O:18])[c:19]3[cH:20][cH:21][c:22]([C:23](=[O:24])[OH:25])[cH:26][cH:27]3)[CH2:15][CH2:16]2)[n:7][cH:8][cH:9][cH:10]1.[NH2:28][CH:29]([CH2:30][OH:31])[CH:32]([CH3:33])[CH3:34]>>[CH:1]([CH3:2])([CH3:3])[NH:4][c:5]1[c:6]([N:11]2[CH2:12][CH2:13][N:14]([C:17](=[O:18])[c:19]3[cH:20][cH:21][c:22]([C:23](=[O:24])[NH:28][CH:29]([CH2:30][OH:31])[CH:32]([CH3:33])[CH3:34])[cH:26][cH:27]3)[CH2:15][CH2:16]2)[n:7][cH:8][cH:9][cH:10]1. Procedure: Prepared analogously to Example 4 from 4-(chlorocarbonyl)-4,9-dihydro-3-methyl-10H-thieno[3,4-b][1,5]benzodiazepin-10-one and 3-[3-(dimethylamino)propyl]piperidine in a yield of 35% of theory. Colourless crystals, m.p. 137°-139° C. (acetonitrile). The yield is 35.0%. Starting materials: ClC(=O)N1C=2C(C(NC3=C1C=CC=C3)=O)=CSC2C (4-(chlorocarbonyl)-4,9-dihydro-3-methyl-10H-thieno[3,4-b][1,5]benzodiazepin-10-one), CN(CCCC1CNCCC1)C (3-[3-(dimethylamino)propyl]piperidine). RXN SMILES: Cl[C:2]([N:4]1[C:10]2[CH:11]=[CH:12][CH:13]=[CH:14][C:9]=2[NH:8][C:7](=[O:15])[C:6]2=[CH:16][S:17][C:18]([CH3:19])=[C:5]12)=[O:3].[CH3:20][N:21]([CH3:31])[CH2:22][CH2:23][CH2:24][CH:25]1[CH2:30][CH2:29][CH2:28][NH:27][CH2:26]1>C(#N)C>[CH3:31][N:21]([CH3:20])[CH2:22][CH2:23][CH2:24][CH:25]1[CH2:30][CH2:29][CH2:28][N:27]([C:2]([N:4]2[C:10]3[CH:11]=[CH:12][CH:13]=[CH:14][C:9]=3[NH:8][C:7](=[O:15])[C:6]3=[CH:16][S:17][C:18]([CH3:19])=[C:5]23)=[O:3])[CH2:26]1. The solvent is C(C)#N (acetonitrile). The product is CN(CCCC1CN(CCC1)C(=O)N1C=2C(C(NC3=C1C=CC=C3)=O)=CSC2C)C (4,9-Dihydro-4-[[3-[3-(dimethylamino)propyl]-1-piperidinyl]carbonyl]-3-methyl-10H-thieno[3,4-b][1,5]benzodiazepin-10-one). Reactants: C1(CC1)NC(=O)C=1N=NN(C1CN1C(C2=CC=CC=C2C1=O)=O)C1=CC=C(C=C1)C(=O)NCC (N-cyclopropyl-5-[(1,3-dioxo-1,3-dihydro-2H-isoindol-2-yl)methyl]-1-{4-[(ethylamino)carbonyl]phenyl}-1H-1,2,3-triazole-4-carboxamide), O.NN (hydrazine hydrate). The solvent is C(C)O (ethanol). Yields the product NCC1=C(N=NN1C1=CC=C(C=C1)C(=O)NCC)C(=O)NC1CC1 (5-(aminomethyl)-N-cyclopropyl-1-{4-[(ethylamino)carbonyl]phenyl}-1H-1,2,3-triazole-4-carboxamide). The yield is 99.0%. As a reaction SMILES: [CH:1]1([NH:4][C:5]([C:7]2[N:8]=[N:9][N:10]([C:24]3[CH:29]=[CH:28][C:27]([C:30]([NH:32][CH2:33][CH3:34])=[O:31])=[CH:26][CH:25]=3)[C:11]=2[CH2:12][N:13]2C(=O)C3C(=CC=CC=3)C2=O)=[O:6])[CH2:3][CH2:2]1.O.NN>C(O)C>[NH2:13][CH2:12][C:11]1[N:10]([C:24]2[CH:25]=[CH:26][C:27]([C:30]([NH:32][CH2:33][CH3:34])=[O:31])=[CH:28][CH:29]=2)[N:9]=[N:8][C:7]=1[C:5]([NH:4][CH:1]1[CH2:3][CH2:2]1)=[O:6] |f:1.2|. Procedure details: A solution of N-cyclopropyl-5-[(1,3-dioxo-1,3-dihydro-2H-isoindol-2-yl)methyl]-1-{4-[(ethylamino)carbonyl]phenyl}-1H-1,2,3-triazole-4-carboxamide (0.9 g, 2.0 mmol) obtained in Example 1196 and hydrazine hydrate (200 mg, 4.0 mmol) in ethanol (20 ml) was boiled under reflux for 1 hr, and precipitated insoluble material was filtered off. The filtrate was concentrated to dryness to give the title compound as a white powder (0.65 g, 99%).